From a dataset of the Open Reaction Database (ORD), a public repository of structured organic reaction records. describe an organic reaction: reactants, conditions, products, and yield The product is C=CC(=O)c1ccc(Cl)cc1Cl. Reaction SMILES: [CH3:29][CH2:30][O:31][C:32](=[O:33])[CH3:34].[Cl:1][c:2]1[c:3]([CH:9]([CH:10]=[CH2:11])[OH:12])[cH:4][cH:5][c:6]([Cl:8])[cH:7]1.[K+:13].[K+:14].[O-:15][Cr:16]([O:17][Cr:18](=[O:19])(=[O:20])[O-:21])(=[O:22])=[O:23].[S:24](=[O:25])(=[O:26])([OH:27])[OH:28]>>[Cl:1][c:2]1[c:3]([C:9]([CH:10]=[CH2:11])=[O:12])[cH:4][cH:5][c:6]([Cl:8])[cH:7]1. Reactants: CCOC(C)=O, C=CC(O)c1ccc(Cl)cc1Cl, [K+], [K+], O=[Cr](=O)([O-])O[Cr](=O)(=O)[O-], O=S(=O)(O)O. Starting materials: N1(C=CC2=CC=CC=C12)C=1C(OC(C1C1=CN(C2=CC=CC=C12)C)=O)=O (3-(1-indolyl)-4-(1-methyl-3-indolyl)furan-2,5-dione), C[Si](N[Si](C)(C)C)(C)C (hexamethyldisilazane), CO (methanol). Run in C1(=CC=CC=C1)C (toluene). Reaction conditions: time 1 hour. Yields the product N1(C=CC2=CC=CC=C12)C=1C(NC(C1C1=CN(C2=CC=CC=C12)C)=O)=O (3-(1-indolyl)-4-(1-methyl-3-indolyl)-1H-pyrrole-2,5-dione). The yield is 46.1%. As a reaction SMILES: [N:1]1([C:10]2[C:11](=[O:26])O[C:13](=[O:25])[C:14]=2[C:15]2[C:23]3[C:18](=[CH:19][CH:20]=[CH:21][CH:22]=3)[N:17]([CH3:24])[CH:16]=2)[C:9]2[C:4](=[CH:5][CH:6]=[CH:7][CH:8]=2)[CH:3]=[CH:2]1.C[Si](C)(C)[NH:29][Si](C)(C)C.CO>C1(C)C=CC=CC=1>[N:1]1([C:10]2[C:11](=[O:26])[NH:29][C:13](=[O:25])[C:14]=2[C:15]2[C:19]3[C:18](=[CH:23][CH:22]=[CH:21][CH:20]=3)[N:17]([CH3:24])[CH:16]=2)[C:9]2[C:4](=[CH:5][CH:6]=[CH:7][CH:8]=2)[CH:3]=[CH:2]1. Procedure details: A mixture, 163 mg of 3-(1-indolyl)-4-(1-methyl-3-indolyl)furan-2,5-dione, 2.6 g of hexamethyldisilazane, 0.6 g of methanol and 50 ml of toluene was stirred at 40° C. for 1 hour and then at 110° C. for 1 hour. The mixture was evaporated and the residue was chromatographed on silica gel with 10% methanol in dichloromethane to give 75 mg of 3-(1-indolyl)-4-(1-methyl-3-indolyl)-1H-pyrrole-2,5-dione, m.p. 235°-236° C.